From a dataset of the Open Reaction Database (ORD), a public repository of structured organic reaction records. describe an organic reaction: reactants, conditions, products, and yield Reactants: C(=C)C1=CC=NC=C1 (4-vinylpyridine), [Cl-].C(=C)C(C1=CC=CC=C1)[N+](C)(C)CC1=CC=CC=C1 (vinylbenzyldimethyl-benzyl-ammonium chloride). Product: C(=C)C1=CC=NC=C1.[Cl-].C(=C)C(C1=CC=CC=C1)[N+](C)(C)CC1=CC=CC=C1 (4-vinylpyridine vinylbenzyldimethyl-benzyl-ammonium chloride). As a reaction SMILES: [CH:1]([C:3]1[CH:8]=[CH:7][N:6]=[CH:5][CH:4]=1)=[CH2:2].[Cl-:9].[CH:10]([CH:12]([N+:19]([CH2:22][C:23]1[CH:28]=[CH:27][CH:26]=[CH:25][CH:24]=1)([CH3:21])[CH3:20])[C:13]1[CH:18]=[CH:17][CH:16]=[CH:15][CH:14]=1)=[CH2:11]>>[CH:1]([C:3]1[CH:8]=[CH:7][N:6]=[CH:5][CH:4]=1)=[CH2:2].[Cl-:9].[CH:10]([CH:12]([N+:19]([CH2:22][C:23]1[CH:24]=[CH:25][CH:26]=[CH:27][CH:28]=1)([CH3:21])[CH3:20])[C:13]1[CH:18]=[CH:17][CH:16]=[CH:15][CH:14]=1)=[CH2:11] |f:1.2,3.4.5|. Procedure details: A graft polymer of 4-vinylpyridine and vinylbenzyldimethyl-benzyl-ammonium chloride on hydroxyethylcellulose having a hydroxethylcellulose 4-vinylpyridine/vinylbenzyldimethyl-benzyl-ammonium chloride weight ratio of 2.2:2.2:0.5 was prepared as follows: